Dataset: the Open Reaction Database (ORD), a public repository of structured organic reaction records. Task: describe an organic reaction: reactants, conditions, products, and yield The reactants are BrC(C(OC1=C(C=CC=C1Cl)Cl)(F)F)(C(F)(F)F)F (2-(2-bromo-1,1,2,3,3,3-hexafluoropropanoxy)-1,3-dichlorobenzene). Reagents/catalysts: C1([P]([Pd][P](C2=CC=CC=C2)(C3=CC=CC=C3)C4=CC=CC=C4)(C5=CC=CC=C5)C6=CC=CC=C6)=CC=CC=C1 (bis(triphenylphosphine)palladium), [Cu] (copper). Solvent: CS(=O)C (dimethyl sulfoxide). The product is ClC1=CC=CC=2C(C(OC21)(F)F)(C(F)(F)F)F (7-chloro-2,2,3-trifluro-3-trifluoromethyl-2,3-dihydrobenzofuran). Yield: 47.1%. As a reaction SMILES: Br[C:2]([F:19])([C:15]([F:18])([F:17])[F:16])[C:3]([F:14])([F:13])[O:4][C:5]1[C:10](Cl)=[CH:9][CH:8]=[CH:7][C:6]=1[Cl:12]>CS(C)=O.[Cu].C1(C=CC=CC=1)[P](C1C=CC=CC=1)(C1C=CC=CC=1)[Pd][P](C1C=CC=CC=1)(C1C=CC=CC=1)C1C=CC=CC=1>[Cl:12][C:6]1[C:5]2[O:4][C:3]([F:14])([F:13])[C:2]([F:19])([C:15]([F:18])([F:17])[F:16])[C:10]=2[CH:9]=[CH:8][CH:7]=1 |^1:30,44|. Procedure details: In a manner similar to Step C of Example 2, the reaction of 12.8 g (0.033 mole) 2-(2-bromo-1,1,2,3,3,3-hexafluoropropanoxy)-1,3-dichlorobenzene, 10.4 g (0.16 mole) activated copper powder, and 2.3 g (0.0033 mole) bis(triphenylphosphine)palladium II chloride in 225 ml of dimethyl sulfoxide produced 4.3 g of 7-chloro-2,2,3-trifluro-3-trifluoromethyl-2,3-dihydrobenzofuran as an oil. The nmr spectrum was consistent with the proposed structure. Reactants: N1C=C(C2=CC=CC=C12)C(C(=O)OC(C)C)=O (isopropyl 3-indolylglyoxylate), [BH4-].[Li+] (lithium borohydride), Cl (hydrochloric acid). Solvent: O (water), C(C)(C)O (isopropanol). Conditions: time 5 hour. The product is OCCC1=CNC2=CC=CC=C12 (3-(2-hydroxyethyl)indole). RXN SMILES: [NH:1]1[C:9]2[C:4](=[CH:5][CH:6]=[CH:7][CH:8]=2)[C:3]([C:10](=O)[C:11](OC(C)C)=[O:12])=[CH:2]1.[BH4-].[Li+].Cl>C(O)(C)C.O>[OH:12][CH2:11][CH2:10][C:3]1[C:4]2[C:9](=[CH:8][CH:7]=[CH:6][CH:5]=2)[NH:1][CH:2]=1 |f:1.2|. Procedure details: To a stirred suspension of isopropyl 3-indolylglyoxylate (46.4 g.) in isopropanol (500 ml.), lithium borohydride (13.1 g.) was added in small portions. The resulting solution was heated to reflux and stirred for 5 hours then cooled and diluted with water (2 l.). The mixture was acidified with hydrochloric acid and the product extracted into dichloromethane. The extract was washed with sodium carbonate solution then with water and the solvent was evaporated under reduced pressure to give an oil w... Starting materials: BrBr (Bromine), C1(=CC(=CC=C1)C=1C(N(C(N(C1C)C)=O)C)=O)C (5-m-Tolyl-1,3,6-trimethylpyrimidine-2,4(1H,3H)-dione), C1(=CC(=CC=C1)C=1C(N(C(N(C1C)C)=O)C)=O)C (5-m-Tolyl-1,3,6-trimethylpyrimidine-2,4(1H,3H)-dione). Reagents/catalysts: CC(=O)C (acetone). Solvent: C(Cl)Cl (CH2Cl2), C(Cl)Cl (CH2Cl2). Conditions: time 10 minute. Yields the product BrCC1=C(C(N(C(N1C)=O)C)=O)C=1C=C(C=CC1)C (6-(Bromomethyl)-5-m-tolyl-1,3-dimethylpyrimidine-2,4(1H,3H)-dione). Yield: 101.2%. As a reaction SMILES: [C:1]1([CH3:18])[CH:6]=[CH:5][CH:4]=[C:3]([C:7]2[C:8](=[O:17])[N:9]([CH3:16])[C:10](=[O:15])[N:11]([CH3:14])[C:12]=2[CH3:13])[CH:2]=1.[Br:19]Br>C(Cl)Cl.CC(C)=O>[Br:19][CH2:13][C:12]1[N:11]([CH3:14])[C:10](=[O:15])[N:9]([CH3:16])[C:8](=[O:17])[C:7]=1[C:3]1[CH:2]=[C:1]([CH3:18])[CH:6]=[CH:5][CH:4]=1. Reported procedure: In a 25 mL 2-neck round bottom flask equipped with a condenser, addition funnel and air lock, compound 3d (1.00 g, 3.67 mmol) was dissolved in CH2Cl2 (6 mL) and held at reflux. Bromine (200 μL, 0.624 g, 3.9 mmol) was mixed with CH2Cl2 (9 mL) in the addition funnel and added dropwise to the solution of 3d at such a rate that the color was discharged between drops. The last few drops caused the reaction to stay brown. The reaction continued for 10 min before the color was discharged by the additio... Starting materials: O=c1c2cc(-c3ccccc3)cnc2ccc2cccc(Br)c12, C[S-], [Cu], [Na+]. The product is CSc1cccc2ccc3ncc(-c4ccccc4)cc3c(=O)c12. Reaction SMILES: [Br:1][c:2]1[cH:3][cH:4][cH:5][c:6]2[c:7]1[c:8](=[O:23])[c:9]1[c:10]([n:11][cH:12][c:13](-[c:15]3[cH:16][cH:17][cH:18][cH:19][cH:20]3)[cH:14]1)[cH:21][cH:22]2.[CH3:24][S-:25].[Cu:27].[Na+:26]>>[c:2]1([S:25][CH3:24])[cH:3][cH:4][cH:5][c:6]2[c:7]1[c:8](=[O:23])[c:9]1[c:10]([n:11][cH:12][c:13](-[c:15]3[cH:16][cH:17][cH:18][cH:19][cH:20]3)[cH:14]1)[cH:21][cH:22]2. Starting materials: NC1=C(C=NN1C=1C=C(C(=O)NC2CC2)C=CC1C)C(C1=CC(=CC=C1)OCC1=CC=CC=C1)=O (3-[5-amino-4-(3-benzyloxy-benzoyl)-pyrazol-1-yl]-N-cyclopropyl-4-methyl-benzamide), CO (MeOH), [H][H] (hydrogen). The reagents and catalysts are Catalyst, [Pd] (palladium on activated carbon). Yields the product NC1=C(C=NN1C=1C=C(C(=O)NC2CC2)C=CC1C)C(C1=CC(=CC=C1)CO)=O (3-[5-amino-4-(3-hydroxymethyl-benzoyl)-pyrazol-1-yl]-N-cyclopropyl-4-methyl-benzamide), solid. Yield: 87.0%. As a reaction SMILES: [NH2:1][C:2]1[N:6]([C:7]2[CH:8]=[C:9]([CH:16]=[CH:17][C:18]=2[CH3:19])[C:10]([NH:12][CH:13]2[CH2:15][CH2:14]2)=[O:11])[N:5]=[CH:4][C:3]=1[C:20](=[O:35])[C:21]1[CH:26]=[CH:25][CH:24]=[C:23](OCC2C=CC=CC=2)[CH:22]=1.[H][H].[CH3:38][OH:39]>[Pd]>[NH2:1][C:2]1[N:6]([C:7]2[CH:8]=[C:9]([CH:16]=[CH:17][C:18]=2[CH3:19])[C:10]([NH:12][CH:13]2[CH2:14][CH2:15]2)=[O:11])[N:5]=[CH:4][C:3]=1[C:20](=[O:35])[C:21]1[CH:26]=[CH:25][CH:24]=[C:23]([CH2:38][OH:39])[CH:22]=1. Procedure: 3-[5-Amino-4-(3-benzyloxy-benzoyl)-pyrazol-1-yl]-N-cyclopropyl-4-methyl-benzamide 6 (200 mg, 0.43 mmol) was dissolved in MeOH (10 mL). Catalyst 10% palladium on activated carbon (dry) was added and was stirred in an atmosphere of hydrogen for 2 h. The catalyst was removed by filtration and solvent was removed in vacuo. Product 3-[5-amino-4-(3-hydroxy-benzoyl)-pyrazol-1-yl]-N-cyclopropyl-4-methyl-benzamide 7 was obtained as a light yellow solid (140 mg, 87%). Starting materials: C(C)(=O)OCC (ethyl acetate), FC1=CC=C(C=C1)[N+](=O)[O-] (4-fluoronitrobenzene), C1(=CC=CC=C1)O (phenol), C(=O)([O-])[O-].[K+].[K+] (K2CO3). Solvent: O (water), CN(C=O)C (dimethylformamide). Conditions: temperature 70 celsius. The product is O(C1=CC=CC=C1)C1=CC=C(C=C1)[N+](=O)[O-] (4-(phenoxy)nitrobenzene). Reaction SMILES: F[C:2]1[CH:7]=[CH:6][C:5]([N+:8]([O-:10])=[O:9])=[CH:4][CH:3]=1.[C:11]1([OH:17])[CH:16]=[CH:15][CH:14]=[CH:13][CH:12]=1.C([O-])([O-])=O.[K+].[K+].C(OCC)(=O)C>CN(C)C=O.O>[O:17]([C:2]1[CH:7]=[CH:6][C:5]([N+:8]([O-:10])=[O:9])=[CH:4][CH:3]=1)[C:11]1[CH:16]=[CH:15][CH:14]=[CH:13][CH:12]=1 |f:2.3.4|. Procedure details: To a solution of 4-fluoronitrobenzene (0.50 mL) and phenol (443 mg) in 5.0 mL of dimethylformamide was added K2CO3 (1.27 g). The reaction was warmed to 70° C. for 20 h, then cooled to room temperature and poured into ethyl acetate and water. The organic layer was washed with water, sat. aq. NaHCO3 solution, and brine. The solution was dried (Na2SO4), filtered, and concentrated in vacuo to provide the crude product as a yellow solid. Reactants: ClC=1SC2=C(N1)C(C1=C(C=C2)C=C(C=C1)Cl)C=1C(NC(N(C1)C)=O)=O ((±)-5-(2,7-Dichloro-4H-benzo[5,6]cyclohepta[1,2-d]thiazol-4-yl)-1-methyl-2,4(1H,3H)-pyrimidinedione), C1(CC1)N (cyclopropylamine). Solvent: O1CCOCC1 (1,4-dioxane). Run at temperature 100 celsius. Product: ClC=1C=CC2=C(C=CC3=C(N=C(S3)NC3CC3)C2C=2C(NC(N(C2)C)=O)=O)C1 ((±)-5-(7-Chloro-2-(cyclopropylamino)-4H-benzo[5,6]cyclohepta[1,2-d]thiazol-4-yl)-1-methyl-2,4(1H,3H)-pyrimidinedione). Reaction SMILES: Cl[C:2]1[S:3][C:4]2[CH:11]=[CH:10][C:9]3[CH:12]=[C:13]([Cl:16])[CH:14]=[CH:15][C:8]=3[CH:7]([C:17]3[C:18](=[O:25])[NH:19][C:20](=[O:24])[N:21]([CH3:23])[CH:22]=3)[C:5]=2[N:6]=1.[CH:26]1([NH2:29])[CH2:28][CH2:27]1>O1CCOCC1>[Cl:16][C:13]1[CH:14]=[CH:15][C:8]2[CH:7]([C:17]3[C:18](=[O:25])[NH:19][C:20](=[O:24])[N:21]([CH3:23])[CH:22]=3)[C:5]3[N:6]=[C:2]([NH:29][CH:26]4[CH2:28][CH2:27]4)[S:3][C:4]=3[CH:11]=[CH:10][C:9]=2[CH:12]=1. Procedure details: A mixture of the product from example 44 step (viii) (0.25 g) and cyclopropylamine (0.44 ml) in dry 1,4-dioxane (3 ml) was heated at 100° C. for 34 h. The solvent was removed under reduced pressure and the residue partitioned between water and ethyl acetate. The organic extracts were dried (MgSO4) and evaporated under reduced pressure. Reactants: FC(C(=O)OCC)(C1(O)[C@@H](OCC2=CC=CC=C2)[C@H](OCC2=CC=CC=C2)[C@H](O1)COCC1=CC=CC=C1)F (2-deoxy-2,2-difluoro-4,5,7-tris-O-(phenylmethyl)-D-arabino-3-heptulofuranosonic acid, ethyl ester), [OH-].[Na+] (sodium hydroxide), C(=O)=O (carbon dioxide). Run in C(C)O (ethanol). Reaction conditions: time 60 minute. Yields the product FC(C(=O)O)(C1(O)[C@@H](OCC2=CC=CC=C2)[C@H](OCC2=CC=CC=C2)[C@H](O1)COCC1=CC=CC=C1)F (2-Deoxy-2,2-difluoro-4,5,7-tris-O-(phenylmethyl)-D-arabino-3-heptulofuranosonic acid). RXN SMILES: [F:1][C:2]([F:39])([C:8]1([O:29][C@H:28]([CH2:30][O:31][CH2:32][C:33]2[CH:38]=[CH:37][CH:36]=[CH:35][CH:34]=2)[C@@H:19]([O:20][CH2:21][C:22]2[CH:27]=[CH:26][CH:25]=[CH:24][CH:23]=2)[C@@H:10]1[O:11][CH2:12][C:13]1[CH:18]=[CH:17][CH:16]=[CH:15][CH:14]=1)[OH:9])[C:3]([O:5]CC)=[O:4].[OH-].[Na+].C(=O)=O>C(O)C>[F:39][C:2]([F:1])([C:8]1([O:29][C@H:28]([CH2:30][O:31][CH2:32][C:33]2[CH:34]=[CH:35][CH:36]=[CH:37][CH:38]=2)[C@@H:19]([O:20][CH2:21][C:22]2[CH:27]=[CH:26][CH:25]=[CH:24][CH:23]=2)[C@@H:10]1[O:11][CH2:12][C:13]1[CH:14]=[CH:15][CH:16]=[CH:17][CH:18]=1)[OH:9])[C:3]([OH:5])=[O:4] |f:1.2|. Procedure details: To a stirred solution of 4.07 g of 2-deoxy-2,2-difluoro-4,5,7-tris-O-(phenylmethyl)-D-arabino-3-heptulofuranosonic acid, ethyl ester in 75 ml of ethanol was added 15 ml of 1N sodium hydroxide. After 60 minutes at 25° C., the mixture was acidified with carbon dioxide and concentrated. The residue was stirred with ether and water and acidified with hydrochloric acid. The ether layer was washed with water and brine, dried, and concentrated to give a colorless oil, IR 1770 cm-1 (CF2COOH).